Dataset: the Open Reaction Database (ORD), a public repository of structured organic reaction records. Task: describe an organic reaction: reactants, conditions, products, and yield As a reaction SMILES: [N:1]1[S:5][N:4]=[C:3]2[C:6]([S:10]([NH:13][C:14]3[CH:22]=[C:21]([Cl:23])[CH:20]=[CH:19][C:15]=3[C:16]([OH:18])=O)(=[O:12])=[O:11])=[CH:7][CH:8]=[CH:9][C:2]=12.[CH3:24][O:25][C:26](=[O:44])[C@@H:27]([NH2:43])[CH:28]([C:36]1[CH:41]=[CH:40][C:39]([Cl:42])=[CH:38][CH:37]=1)[C:29]1[CH:34]=[CH:33][C:32]([Cl:35])=[CH:31][CH:30]=1>>[CH3:24][O:25][C:26](=[O:44])[C@@H:27]([NH:43][C:16](=[O:18])[C:15]1[CH:19]=[CH:20][C:21]([Cl:23])=[CH:22][C:14]=1[NH:13][S:10]([C:6]1[C:3]2=[N:4][S:5][N:1]=[C:2]2[CH:9]=[CH:8][CH:7]=1)(=[O:11])=[O:12])[CH:28]([C:29]1[CH:34]=[CH:33][C:32]([Cl:35])=[CH:31][CH:30]=1)[C:36]1[CH:37]=[CH:38][C:39]([Cl:42])=[CH:40][CH:41]=1. Procedure details: The title compound (48 mg, 94%) was obtained from 2-(benzo[1,2,5]thiadiazole-4-sulfonylamino)-4-chlorobenzoic acid and (S)-2-amino-3,3-bis-(4-chloro-phenyl)-propionic acid methyl ester as in Example 1, Part C. 1H NMR (500 MHz, CDCl3): 11.28 (s, 1H), 8.37 (dd, J=7.0, 1.0, 1H), 8.22 (dd, J=8.8, 1.0, 1H), 7.72 (dd, J=8.8, 7.1, 1H), 7.68 (d, J=1.9, 1H), 7.32-7.28 (m, 4H), 7.20-7.15 (m, 4H), 6.96 (d, J=8.5, 1H), 6.87 (dd, J=8.4, 2.0, 1H), 6.21 (br d, J=8.8, 1H), 5.50 (t, J=8.5, 1H), 4.48 (d, J=8.3, 1... Reactants: N1=C2C(=NS1)C(=CC=C2)S(=O)(=O)NC2=C(C(=O)O)C=CC(=C2)Cl (2-(benzo[1,2,5]thiadiazole-4-sulfonylamino)-4-chlorobenzoic acid), COC([C@H](C(C1=CC=C(C=C1)Cl)C1=CC=C(C=C1)Cl)N)=O ((S)-2-amino-3,3-bis-(4-chloro-phenyl)-propionic acid methyl ester). Yields the product COC([C@H](C(C1=CC=C(C=C1)Cl)C1=CC=C(C=C1)Cl)NC(C1=C(C=C(C=C1)Cl)NS(=O)(=O)C1=CC=CC=2C1=NSN2)=O)=O ((S)-2-[2-(Benzo[1,2,5]thiadiazole-4-sulfonylamino)-4-chloro-benzoylamino]-3,3-bis-(4-chloro-phenyl)-propionic acid methyl ester). Yield: 94.0%. Starting materials: [Cl-].C[N+]1=CC=CC=C1 (N-methylpyridinium chloride). The solvent is C(C)OCC (diethyl ether), C(C)OCC (diethyl ether). Yields the product CN1CCC(CC1)C1=CCN(C=C1)C (DMTB). RXN SMILES: [Cl-].[CH3:2][N+:3]1[CH:8]=[CH:7][CH:6]=[CH:5][CH:4]=1>C(OCC)C>[CH3:2][N:3]1[CH2:8][CH2:7][CH:6]([C:6]2[CH:5]=[CH:4][N:3]([CH3:2])[CH2:8][CH:7]=2)[CH2:5][CH2:4]1 |f:0.1|. Procedure: N,N'-dimethyltetrahydro-4,4'-bipyridyl (DMTB) was prepared from N-methylpyridinium chloride by electrolytic dimerization and obtained in the form of a diethyl ether solution thereof. The so obtained diethyl ether solution was vacuum-distilled to obtain pure DMTB. As the pure DMTB tends to decompose immediately upon contact with oxygen in air, it was carefully handled in a nitrogen atmosphere. A 500 ml three-necked flask was sufficiently washed and dried and then completely filled with nitrogen g... Starting materials: S1C(SCC1)CCC1C2(OCC(CO2)(C)C)CCC1\C=C\C(CCCCC)O.O1C(CCCC1)OC1OCCCC1 (1-[7-[(1,3-dithia-2-cyclopentyl)ethyl]3,3-dimethyl-1,5-dioxaspiro[5,4]-dec-8-yl]-trans-1-octene-3-ol tetrahydropyranyl ether), CI (methyl iodide), C(=O)([O-])[O-].[Ca+2] (CaCO3), O (H2O). Solvent: CC(=O)C (acetone), CN(C)C=O (DMF). Product: CC1(COC2(OC1)C(C(CC2)\C=C\C(OC2OCCCC2)CCCCC)CCC=O)C (3-[3,3-Dimethyl-8[-3-pentyl-3-tetrahydropyranyloxy-trans-1-propenyl]-1,5-dioxaspiro[5,4]-dec-7-yl]-propionaldehyde). Reaction SMILES: S1CCS[CH:2]1[CH2:6][CH2:7][CH:8]1[CH:19](/[CH:20]=[CH:21]/[CH:22]([OH:28])[CH2:23][CH2:24][CH2:25][CH2:26][CH3:27])[CH2:18][CH2:17][C:9]21[O:14][CH2:13][C:12]([CH3:16])([CH3:15])[CH2:11][O:10]2.[O:29]1[CH2:34][CH2:33][CH2:32][CH2:31][CH:30]1OC1CCCCO1.CI.C([O-])([O-])=[O:45].[Ca+2].O>CN(C=O)C.CC(C)=O>[CH3:15][C:12]1([CH3:16])[CH2:11][O:10][C:9]2([CH2:17][CH2:18][CH:19](/[CH:20]=[CH:21]/[CH:22]([CH2:23][CH2:24][CH2:25][CH2:26][CH3:27])[O:28][CH:30]3[CH2:31][CH2:32][CH2:33][CH2:34][O:29]3)[CH:8]2[CH2:7][CH2:6][CH:2]=[O:45])[O:14][CH2:13]1 |f:0.1,3.4|. Reported procedure: 1.05 g (2.05 mmoles of 1-[7-[(1,3-dithia-2-cyclopentyl)ethyl]3,3-dimethyl-1,5-dioxaspiro[5,4]-dec-8-yl]-trans-1-octene-3-ol-tetrahydropyranyl ether was stirred for 2 hours at 50° C in 100 ml of DMF with 0.7 ml (10.3 mmoles) of methyl iodide, 1.4 g (14 moles) of CaCO3 and 0.4 ml of H2O. The solution was cooled, combined with 50 ml of acetone, filtered with suction to remove the precipitate and the filtrate was evaporated to dryness at 0.1 mm Hg. The residue was dissolved in ether, washed with H2O... Reactants: C1(CC1)NC(=O)NC1=CC(=C(C=C1)OC1=C2C(=NC=C1)C=C(S2)C2=NC=C(C=C2)C=O)F (1-cyclopropyl-3-(3-fluoro-4-(2-(5-formylpyridin-2-yl)thieno[3,2-b]pyridin-7-yloxy)phenyl)urea), [BH-](OC(=O)C)(OC(=O)C)OC(=O)C.[Na+] (NaBH(OAc)3), OC1CCNCC1 (4-hydroxypiperidine), C(C)(=O)O (acetic acid), OC1CCNCC1 (4-hydroxypiperidine), [BH-](OC(=O)C)(OC(=O)C)OC(=O)C.[Na+] (NaBH(OAc)3). Solvent: C(Cl)Cl (DCM), CN(C)C=O (DMF). Reaction conditions: time 30 minute. The product is C1(CC1)NC(=O)NC1=CC(=C(C=C1)OC1=C2C(=NC=C1)C=C(S2)C2=NC=C(C=C2)CN2CCC(CC2)O)F (1-Cyclopropyl-3-(3-fluoro-4-(2-(5-((4-hydroxypiperidin-1-yl)methyl)pyridin-2-yl)thieno[3,2-b]pyridin-7-yloxy)phenyl)urea). The yield is 47.6%. Reaction SMILES: [CH:1]1([NH:4][C:5]([NH:7][C:8]2[CH:13]=[CH:12][C:11]([O:14][C:15]3[CH:20]=[CH:19][N:18]=[C:17]4[CH:21]=[C:22]([C:24]5[CH:29]=[CH:28][C:27](C=O)=[CH:26][N:25]=5)[S:23][C:16]=34)=[C:10]([F:32])[CH:9]=2)=[O:6])[CH2:3][CH2:2]1.[OH:33][CH:34]1[CH2:39][CH2:38][NH:37][CH2:36][CH2:35]1.[C:40](O)(=O)C.[BH-](OC(C)=O)(OC(C)=O)OC(C)=O.[Na+]>C(Cl)Cl.CN(C=O)C>[CH:1]1([NH:4][C:5]([NH:7][C:8]2[CH:13]=[CH:12][C:11]([O:14][C:15]3[CH:20]=[CH:19][N:18]=[C:17]4[CH:21]=[C:22]([C:24]5[CH:29]=[CH:28][C:27]([CH2:40][N:37]6[CH2:38][CH2:39][CH:34]([OH:33])[CH2:35][CH2:36]6)=[CH:26][N:25]=5)[S:23][C:16]=34)=[C:10]([F:32])[CH:9]=2)=[O:6])[CH2:2][CH2:3]1 |f:3.4|. Procedure details: To a suspension of the aldehyde 47 (0.3 g, 0.669 mmol) in a mixture of DCM (9 mL) and DMF (3 mL) were added 4-hydroxypiperidine (0.135 g, 1.34 mmol) and acetic acid (0.08 mL, 1.34 mmol) at RT. The reaction mixture was stirred for 30 min; NaBH(OAc)3 (0.425 g, 2.00 mmol) was added and the reaction mixture was stirred overnight. More 4-hydroxypiperidine (0.135 g, 1.34 mmol) and NaBH(OAc)3 (0.425 g, 2.00 mmol) were added to the reaction mixture that was stirred at room temperature for 4 hr, then que... Reactants: Cl.CN(C1=CC=CC=C1)[C@@H](C(=O)O)C1=CC=CC=C1 ((R)-(Methyl-phenyl-amino)-phenyl-acetic acid hydrochloride), C=1C=CC2=C(C1)N=NN2O (HOBT), C1CCC(CC1)N=C=NC2CCCCC2 (DCC), N12C[C@@H](C(CC1)CC2)O ((R)-quinuclidin-3-ol). Solvent: O1CCOCC1 (dioxane). Run at time 15 hour. Product: N12C[C@@H](C(CC1)CC2)OC(C(C2=CC=CC=C2)N(C2=CC=CC=C2)C)=O ((methyl-phenyl-amino)-phenyl-acetic acid (R)-(1-aza-bicyclo[2.2.2]oct-3-yl)ester). Isolated yield 37.5%. As a reaction SMILES: Cl.[CH3:2][N:3]([C@H:10]([C:14]1[CH:19]=[CH:18][CH:17]=[CH:16][CH:15]=1)[C:11]([OH:13])=[O:12])[C:4]1[CH:9]=[CH:8][CH:7]=[CH:6][CH:5]=1.C1C=CC2N(O)N=NC=2C=1.C1CCC(N=C=NC2CCCCC2)CC1.[N:45]12[CH2:52][CH2:51][CH:48]([CH2:49][CH2:50]1)[C@@H:47](O)[CH2:46]2>O1CCOCC1>[N:45]12[CH2:52][CH2:51][CH:48]([CH2:49][CH2:50]1)[C@@H:47]([O:12][C:11](=[O:13])[CH:10]([N:3]([CH3:2])[C:4]1[CH:5]=[CH:6][CH:7]=[CH:8][CH:9]=1)[C:14]1[CH:19]=[CH:18][CH:17]=[CH:16][CH:15]=1)[CH2:46]2 |f:0.1|. Reported procedure: (R)-(Methyl-phenyl-amino)-phenyl-acetic acid hydrochloride (I74) (97 mg, 0.35 mmol), HOBT (107 mg, 0.70 mmol), DCC (144 mg, 0.70 mmol) and (R)-quinuclidin-3-ol (89 mg, 0.70 mmol) are dissolved in dioxane (5 mL) and the mixture is stirred at RT for 15 hours. The white precipitate is filtered and discarded whereas the clear solution is evaporated to dryness. The residue is dissolved in EtOAc and washed with sat. Na2CO3 and then brine. The organic phase is dried over sodium sulphate, filtered and e... Starting materials: O (water), CC(CSS[C@@H]1[C@@H](C(N1)=O)NC(CC1=CC=CC=C1)=O)C ((3R,4R)-4(2'-Methyl-n-propyldithio)-3-phenylacetamidoazetidin-2-one), C(C(=O)C1=CC=CC=C1)Br (phenacyl bromide), C(CCC)P(CCCC)CCCC (tributyl phosphine). Run in CN(C=O)C (N,N-dimethylformamide). The product is C1(=CC=CC=C1)CC(=O)N[C@@H]1C(N[C@@H]1SCC(=O)C1=CC=CC=C1)=O ((3R,4R)-3-phenylacetamido-4-phenacylthioazetidin-2-one). Yield: 80.7%. Reaction SMILES: CC(C)CS[S:5][C@H:6]1[NH:9][C:8](=[O:10])[C@H:7]1[NH:11][C:12](=[O:20])[CH2:13][C:14]1[CH:19]=[CH:18][CH:17]=[CH:16][CH:15]=1.[CH2:22](Br)[C:23]([C:25]1[CH:30]=[CH:29][CH:28]=[CH:27][CH:26]=1)=[O:24].C(P(CCCC)CCCC)CCC.O>CN(C)C=O>[C:14]1([CH2:13][C:12]([NH:11][C@H:7]2[C@@H:6]([S:5][CH2:22][C:23]([C:25]3[CH:30]=[CH:29][CH:28]=[CH:27][CH:26]=3)=[O:24])[NH:9][C:8]2=[O:10])=[O:20])[CH:15]=[CH:16][CH:17]=[CH:18][CH:19]=1. Procedure details: (3R,4R)-4(2'-Methyl-n-propyldithio)-3-phenylacetamidoazetidin-2-one (0.5 g., 0.0015 mole), phenacyl bromide (1.0 g., 0.005 mole), and tributyl phosphine (0.8 ml., 0.0032 mole) were stirred in N,N-dimethylformamide (10 ml.) for 0.25 hours. The reaction mixture was poured into water (100 ml.) and extracted with ethyl acetate (3×100 ml.). The combined organic phases were washed with water (2×100 mls.) and evaporated to a yellow oil which was chromatographed on silica gel eluting with 33% ethyl acet... Reactants: C(=O)(OC(C)(C)C)NCCC=O (N-Boc-3-aminopropanal), Formula 302, C(C)(C)(C)OC(NCCCNC(C(C)C)C1=NC2=CC(=CC=C2C(N1CC1=CC=CC=C1)=O)Cl)=O ({3-[1-(3-benzyl-7-chloro-4-oxo-3,4-dihydro-quinazolin-2-yl)-2-methyl-propylamino]-propyl}-carbamic acid tert-butyl ester), NC(C(C)C)C1=NC2=CC(=CC=C2C(N1CC1=CC=CC=C1)=O)Cl (2-(1-amino-2-methyl-propyl)-3-benzyl-7-chloro-3H-quinazolin-4-one), Formula 301, C(C)(=O)O[BH-](OC(C)=O)OC(C)=O.[Na+] (sodium triacetoxyborohydride). Solvent: C(Cl)Cl (DCM). Reaction conditions: temperature 10 celsius, time 30 minute. Yields the product C(C)(C)(C)OC(N(CCC)NC(C(C)C)C1=NC2=CC(=CC=C2C(N1CC1=CC=CC=C1)=O)Cl)=O (1-(3-benzyl-7-chloro-4-oxo-3,4-dihydro-quinazolin-2-yl)-2-methyl-propylamino[-propyl}-carbamic acid tert-butyl ester). Isolated yield 109.6%. RXN SMILES: [NH2:1][CH:2]([C:6]1[N:15]([CH2:16][C:17]2[CH:22]=[CH:21][CH:20]=[CH:19][CH:18]=2)[C:14](=[O:23])[C:13]2[C:8](=[CH:9][C:10]([Cl:24])=[CH:11][CH:12]=2)[N:7]=1)[CH:3]([CH3:5])[CH3:4].C(O[BH-](OC(=O)C)OC(=O)C)(=O)C.[Na+].[C:39]([NH:46][CH2:47][CH2:48][CH:49]=O)([O:41][C:42]([CH3:45])([CH3:44])[CH3:43])=[O:40].C(OC(=O)NCCCNC(C1N(CC2C=CC=CC=2)C(=O)C2C(=CC(Cl)=CC=2)N=1)C(C)C)(C)(C)C>C(Cl)Cl>[C:42]([O:41][C:39](=[O:40])[N:46]([NH:1][CH:2]([C:6]1[N:15]([CH2:16][C:17]2[CH:18]=[CH:19][CH:20]=[CH:21][CH:22]=2)[C:14](=[O:23])[C:13]2[C:8](=[CH:9][C:10]([Cl:24])=[CH:11][CH:12]=2)[N:7]=1)[CH:3]([CH3:5])[CH3:4])[CH2:47][CH2:48][CH3:49])([CH3:45])([CH3:44])[CH3:43] |f:1.2|. Reported procedure: A dry 3-necked, round bottomed flask, equipped with a magnetic stirrer, nitrogen inlet and cold bath was charged with 10.0 g of 2-(1-amino-2-methyl-propyl)-3-benzyl-7-chloro-3H-quinazolin-4-one (a compound of Formula 301 prepared, e.g., as described in Example 1.6 or 3.1), 50 mL of DCM and 6.20 g (1.2 eq) of sodium triacetoxyborohydride and cooled to 10° C., followed by the portionwise addition of N-Boc-3-aminopropanal 7.1 g (1.4 eq). Upon indication of completion by TLC, the reaction was quench... Starting materials: BrC1=CC=C(CN2C(OCC2=O)=O)C=C1 (3-(4-bromobenzyl)-1,3-oxazolidine-2,4-dione), N1=C(C=CC=C1)[Sn](CCCC)(CCCC)CCCC (pyridin-2-yltri-n-butylstannane), [Cl-].[Li+] (lithium chloride). Reagents/catalysts: C1(=CC=CC=C1)P(C1=CC=CC=C1)C1=CC=CC=C1.C1(=CC=CC=C1)P(C1=CC=CC=C1)C1=CC=CC=C1.C1(=CC=CC=C1)P(C1=CC=CC=C1)C1=CC=CC=C1.C1(=CC=CC=C1)P(C1=CC=CC=C1)C1=CC=CC=C1.[Pd] (palladium tetrakis(triphenylphosphine)). The solvent is C1(=CC=CC=C1)C (toluene). Product: N1=C(C=CC=C1)C1=CC=C(CN2C(OCC2=O)=O)C=C1 (4-pyridin-2-ylbenzyl-1,3-oxazolidine-2,4-dione). As a reaction SMILES: Br[C:2]1[CH:15]=[CH:14][C:5]([CH2:6][N:7]2[C:11](=[O:12])[CH2:10][O:9][C:8]2=[O:13])=[CH:4][CH:3]=1.[N:16]1[CH:21]=[CH:20][CH:19]=[CH:18][C:17]=1[Sn](CCCC)(CCCC)CCCC.[Cl-].[Li+]>C1(C)C=CC=CC=1.C1(P(C2C=CC=CC=2)C2C=CC=CC=2)C=CC=CC=1.C1(P(C2C=CC=CC=2)C2C=CC=CC=2)C=CC=CC=1.C1(P(C2C=CC=CC=2)C2C=CC=CC=2)C=CC=CC=1.C1(P(C2C=CC=CC=2)C2C=CC=CC=2)C=CC=CC=1.[Pd]>[N:16]1[CH:21]=[CH:20][CH:19]=[CH:18][C:17]=1[C:2]1[CH:15]=[CH:14][C:5]([CH2:6][N:7]2[C:11](=[O:12])[CH2:10][O:9][C:8]2=[O:13])=[CH:4][CH:3]=1 |f:2.3,5.6.7.8.9|. Reported procedure: Under an argon atmosphere, a mixture of 0.59 g (2.18 mmol) of 3-(4-bromobenzyl)-1,3-oxazolidine-2,4-dione, obtained in step 9.1., 1.60 g (4.35 mmol) of pyridin-2-yltri-n-butylstannane, 0.28 g (6.6 mmol) of lithium chloride and 0.125 g (0.10 mmol) of palladium tetrakis(triphenylphosphine) in 15 ml of toluene is heated at reflux overnight. It is cooled to ambient temperature, filtered on paper and rinsed in succession with 10 ml of toluene, 10 ml of ethyl acetate and 10 ml of toluene. The filtrate... The reactants are C=CCOc1nc(N)nc(N2CCc3ccccc3CC2)c1C#N, CN(C)C=O, O=S(=O)(OCC(F)(F)F)C(F)(F)F, [H-], [Na+]. Product: C=CCOc1nc(NCC(F)(F)F)nc(N2CCc3ccccc3CC2)c1C#N. As a reaction SMILES: [CH2:1]([CH:2]=[CH2:3])[O:4][c:5]1[n:6][c:7]([NH2:24])[n:8][c:9]([N:13]2[CH2:14][CH2:15][c:16]3[c:17]([cH:20][cH:21][cH:22][cH:23]3)[CH2:18][CH2:19]2)[c:10]1[C:11]#[N:12].[CH3:40][N:41]([CH3:42])[CH:43]=[O:44].[F:25][C:26]([CH2:27][O:28][S:29]([C:30]([F:31])([F:32])[F:33])(=[O:34])=[O:35])([F:36])[F:37].[H-:38].[Na+:39]>>[CH2:1]([CH:2]=[CH2:3])[O:4][c:5]1[n:6][c:7]([NH:24][CH2:27][C:26]([F:25])([F:36])[F:37])[n:8][c:9]([N:13]2[CH2:14][CH2:15][c:16]3[c:17]([cH:20][cH:21][cH:22][cH:23]3)[CH2:18][CH2:19]2)[c:10]1[C:11]#[N:12].